From a dataset of the Open Reaction Database (ORD), a public repository of structured organic reaction records. describe an organic reaction: reactants, conditions, products, and yield Starting materials: C(=O)([O-])[O-].[K+].[K+] (K2CO3), Br.Br.OC1=C(C=C(C=C1C)N1CCNCC1)C (1-(4-hydroxy-3,5-dimethylphenyl)piperazine dihydrobromide), ClC1=NC(=NC(=C1C)C)C1=CC=CC=C1 (4-chloro-5,6-dimethyl-2-phenylpyrimidine), C(=O)([O-])[O-].[K+].[K+] (K2CO3), C(=O)([O-])[O-].[K+].[K+] (K2CO3). Solvent: CN(C)C=O (DMF). Conditions: temperature 90 celsius, time 6 hour. Yields the product OC1=C(C=C(C=C1C)N1CCN(CC1)C1=NC(=NC(=C1C)C)C1=CC=CC=C1)C (1-(4-hydroxy-3,5-dimethylphenyl)-4-(5,6-dimethyl-2-phenylpyrimidin-4-yl)piperazine). Yield: 75.9%. Reaction SMILES: Br.Br.[OH:3][C:4]1[C:9]([CH3:10])=[CH:8][C:7]([N:11]2[CH2:16][CH2:15][NH:14][CH2:13][CH2:12]2)=[CH:6][C:5]=1[CH3:17].Cl[C:19]1[C:24]([CH3:25])=[C:23]([CH3:26])[N:22]=[C:21]([C:27]2[CH:32]=[CH:31][CH:30]=[CH:29][CH:28]=2)[N:20]=1.C([O-])([O-])=O.[K+].[K+]>CN(C=O)C>[OH:3][C:4]1[C:5]([CH3:17])=[CH:6][C:7]([N:11]2[CH2:12][CH2:13][N:14]([C:19]3[C:24]([CH3:25])=[C:23]([CH3:26])[N:22]=[C:21]([C:27]4[CH:32]=[CH:31][CH:30]=[CH:29][CH:28]=4)[N:20]=3)[CH2:15][CH2:16]2)=[CH:8][C:9]=1[CH3:10] |f:0.1.2,4.5.6|. Procedure details: A mixture of 4.42 g (12 mmol) of 1-(4-hydroxy-3,5-dimethylphenyl)piperazine dihydrobromide, 2.84 g (13 mmole) of 4-chloro-5,6-dimethyl-2-phenylpyrimidine, 1.66 g (12 mmol) of powdered K2CO3 and 38 ml of absolute DMF was warmed to 90° C., and 277 mg of powdered K2CO3 were added at 90° C. with stirring in each case after 10 minutes, after a further 25 minutes and after a further 60 minutes (in total 6 mmol of K2CO3), and the mixture was stirred for a further 6 hours at 95° C. The DMF was subsequen... The reactants are O=C1CCC(=O)N1Br, COC(=O)c1ccoc1C, Cc1ccccc1, CC(C)(C#N)N=NC(C)(C)C#N. Yields the product COC(=O)c1cc(Br)oc1C. RXN SMILES: [Br:23][N:24]1[C:25](=[O:26])[CH2:27][CH2:28][C:29]1=[O:30].[CH3:1][O:2][C:3](=[O:4])[c:5]1[c:6]([CH3:10])[o:7][cH:8][cH:9]1.[CH3:31][c:32]1[cH:33][cH:34][cH:35][cH:36][cH:37]1.[N:11]([C:12]([CH3:13])([CH3:14])[C:15]#[N:16])=[N:17][C:18]([CH3:19])([CH3:20])[C:21]#[N:22]>>[CH3:1][O:2][C:3](=[O:4])[c:5]1[c:6]([CH3:10])[o:7][c:8]([Br:23])[cH:9]1. RXN SMILES: [CH2:1]([CH3:2])[NH:3][c:4]1[c:5]([Cl:11])[n:6][cH:7][n:8][c:9]1[Cl:10].[CH3:13][CH2:14][OH:15].[NH3:12]>>[CH2:1]([CH3:2])[NH:3][c:4]1[c:5]([NH2:12])[n:6][cH:7][n:8][c:9]1[Cl:10]. Yields the product CCNc1c(N)ncnc1Cl. Reactants: CCNc1c(Cl)ncnc1Cl, CCO, N. Product: N#Cc1cc(Sc2ccc(F)cc2F)c([N+](=O)[O-])cc1Cl. The reactants are CCOC(C)=O, Cc1ccccc1, N#Cc1cc(Cl)c([N+](=O)[O-])cc1Cl, Fc1ccc([S-])c(F)c1, [K+]. As a reaction SMILES: [CH3:24][CH2:25][O:26][C:27](=[O:28])[CH3:29].[CH3:30][c:31]1[cH:32][cH:33][cH:34][cH:35][cH:36]1.[Cl:1][c:2]1[c:3]([C:4]#[N:5])[cH:6][c:7]([Cl:13])[c:8]([N+:10](=[O:11])[O-:12])[cH:9]1.[F:14][c:15]1[c:16]([S-:17])[cH:18][cH:19][c:20]([F:22])[cH:21]1.[K+:23]>>[Cl:1][c:2]1[c:3]([C:4]#[N:5])[cH:6][c:7]([S:17][c:16]2[c:15]([F:14])[cH:21][c:20]([F:22])[cH:19][cH:18]2)[c:8]([N+:10](=[O:11])[O-:12])[cH:9]1. Starting materials: O[Li].O (LiOH hydrate), C(Cl)Cl (CH2Cl2), COC(CN(C)CC1=CC=CC=C1)=O ((Benzyl-methyl-amino)-acetic acid methyl ester). Run in O (water), CO (MeOH), CO (MeOH). The product is Cl.C(C1=CC=CC=C1)N(C)CC(=O)O ((Benzyl-methyl-amino)-acetic acid hydrochloride salt). As a reaction SMILES: C[O:2][C:3](=[O:14])[CH2:4][N:5]([CH2:7][C:8]1[CH:13]=[CH:12][CH:11]=[CH:10][CH:9]=1)[CH3:6].O[Li].O.C(Cl)[Cl:19]>CO.O>[ClH:19].[CH2:7]([N:5]([CH2:4][C:3]([OH:14])=[O:2])[CH3:6])[C:8]1[CH:13]=[CH:12][CH:11]=[CH:10][CH:9]=1 |f:1.2,6.7|. Procedure details: (Benzyl-methyl-amino)-acetic acid methyl ester (12 g, 62.1 mmol, 1.0 equiv) was dissolved in 50 mL of MeOH to which was added a solution of LiOH hydrate (8.23 g, 196 mmol, 3.0 equiv) in 50 mL of water. The mixture was stirred at room temperature for 1.3 h at which time TLC (5% MeOH in CH2Cl2) indicated consumption of the starting material. The reaction solution was washed 1×50 mL of Et2O and then the aqueous layer was acidified to pH 1 with concentrated HCl. The mixture was then evaporated to dr... The reactants are CN(C)C1=C(C=CC(=C1)[N+](=O)[O-])O (2-(N,N-dimethylamino)-4-nitrophenol), C([O-])([O-])=O.[K+].[K+] (potassium carbonate), ClCCN(C)CCC1=CC(=C(C=C1)OC)OC (1-chloro-2-[N-(3,4-dimethoxyphenethyl)-N-methylamino]ethane), ( 1 ). Run in CN(C=O)C (dimethylformamide), C([O-])(O)=O.[Na+] (sodium bicarbonate). Yields the product titled compound, CN(C)C1=C(OCCN(C)CCC2=CC(=C(C=C2)OC)OC)C=CC(=C1)[N+](=O)[O-] (1-[2-(N,N-dimethylamino)-4-nitrophenoxy]-2-[N-(3,4-dimethoxyphenethyl)-N-methylamino]ethane). Yield: 55.6%. RXN SMILES: Cl[CH2:2][CH2:3][N:4]([CH2:6][CH2:7][C:8]1[CH:13]=[CH:12][C:11]([O:14][CH3:15])=[C:10]([O:16][CH3:17])[CH:9]=1)[CH3:5].[CH3:18][N:19]([C:21]1[CH:26]=[C:25]([N+:27]([O-:29])=[O:28])[CH:24]=[CH:23][C:22]=1[OH:30])[CH3:20].C(=O)([O-])[O-].[K+].[K+]>CN(C)C=O.C(=O)(O)[O-].[Na+]>[CH3:20][N:19]([C:21]1[CH:26]=[C:25]([N+:27]([O-:29])=[O:28])[CH:24]=[CH:23][C:22]=1[O:30][CH2:2][CH2:3][N:4]([CH2:6][CH2:7][C:8]1[CH:13]=[CH:12][C:11]([O:14][CH3:15])=[C:10]([O:16][CH3:17])[CH:9]=1)[CH3:5])[CH3:18] |f:2.3.4,6.7|. Procedure: A portion (1 g, 3.88 mmol) of the 1-chloro-2-[N-(3,4-dimethoxyphenethyl)-N-methylamino]ethane produced in (1) above, 2-(N,N-dimethylamino)-4-nitrophenol (0.598 g, 3.88 mmol) and potassium carbonate (0.536 g, 3.88 mmol) were heated in dimethylformamide (10 ml) at 80° C. for 2 h. Thereafter, the reaction mixture was diluted with a saturated solution of sodium bicarbonate, subjected to extraction with ethyl acetate and dried with anhydrous magnesium sulfate, followed by evaporation of the solvent. ... Conditions: temperature -40 celsius, time 45 minute. Reagents/catalysts: CC(=O)[O-].CC(=O)[O-].[Cu+2] (Cu(OAc)2), [Cl-].[Cl-].[Zn+2] (ZnCl2). RXN SMILES: [CH3:1][O:2][C:3](=[O:12])[C:4]1[CH:9]=[CH:8][C:7]([Cl:10])=[C:6](I)[CH:5]=1.C([Mg]Cl)(C)C.C1COCC1.[Cl:23][C:24]1[CH:32]=[C:31]([N+:33]([O-:35])=[O:34])[CH:30]=[CH:29][C:25]=1[C:26](Cl)=[O:27]>[Cl-].[Cl-].[Zn+2].CC([O-])=O.CC([O-])=O.[Cu+2].CCOC(C)=O.O>[CH3:1][O:2][C:3](=[O:12])[C:4]1[CH:9]=[CH:8][C:7]([Cl:10])=[C:6]([C:26](=[O:27])[C:25]2[CH:29]=[CH:30][C:31]([N+:33]([O-:35])=[O:34])=[CH:32][C:24]=2[Cl:23])[CH:5]=1 |f:4.5.6,7.8.9,10.11|. Run in CCOC(=O)C.O (EtOAc water). Procedure: A dry flask was charged with 4-chloro-3-iodo-benzoic acid methyl ester (5.0 g, 16.9 mmol) and the flask was evaporated and then filled with argon and this process repeated twice. Dry THF (35 mL) was added, and the solution cooled to −40° C.; then isopropylmagnesium chloride (8.85 mL, 2.0 M in diethyl ether, 17.7 mmol) was added slowly over 20 min keeping the temperature below −40° C. On completion of the addition the reaction mixture was stirred at −40° C. for 45 min. A THF solution of ZnCl2 (2.... Reactants: ClC1=C(C(=O)Cl)C=CC(=C1)[N+](=O)[O-] (2-chloro-4-nitro-benzoyl chloride), COC(C1=CC(=C(C=C1)Cl)I)=O (4-chloro-3-iodo-benzoic acid methyl ester), C(C)(C)[Mg]Cl (isopropylmagnesium chloride), C1CCOC1 (THF). Yields the product COC(C1=CC(=C(C=C1)Cl)C(C1=C(C=C(C=C1)[N+](=O)[O-])Cl)=O)=O (4-Chloro-3-(2-chloro-4-nitro-benzoyl)-benzoic acid methyl ester).